describe an organic reaction: reactants, conditions, products, and yield From a dataset of the Open Reaction Database (ORD), a public repository of structured organic reaction records. Starting materials: COc1ccc([N+](=O)[O-])c2cc(C3(C)OCCO3)oc12, CCO. Yields the product COc1ccc(N)c2cc(C3(C)OCCO3)oc12. RXN SMILES: [CH3:1][O:2][c:3]1[cH:4][cH:5][c:6]([N+:18]([O-:19])=[O:20])[c:7]2[cH:8][c:9]([C:12]3([CH3:17])[O:13][CH2:14][CH2:15][O:16]3)[o:10][c:11]12.[CH3:21][CH2:22][OH:23]>>[CH3:1][O:2][c:3]1[cH:4][cH:5][c:6]([NH2:18])[c:7]2[cH:8][c:9]([C:12]3([CH3:17])[O:13][CH2:14][CH2:15][O:16]3)[o:10][c:11]12. Reactants: CC(=O)c1cccc(B(O)O)c1, CC(=O)[O-], CC(=O)[O-], COC(=O)c1ccc(Cl)cc1, [F-], [K+], [Pd+2]. Yields the product COC(=O)c1ccc(-c2cccc(C(C)=O)c2)cc1. RXN SMILES: [C:1]([CH3:2])(=[O:3])[c:4]1[cH:5][c:6]([B:10]([OH:11])[OH:12])[cH:7][cH:8][cH:9]1.[C:26]([O-:27])(=[O:28])[CH3:29].[C:31]([O-:32])(=[O:33])[CH3:34].[CH3:15][O:16][C:17]([c:18]1[cH:19][cH:20][c:21]([Cl:24])[cH:22][cH:23]1)=[O:25].[F-:13].[K+:14].[Pd+2:30]>>[C:1]([CH3:2])(=[O:3])[c:4]1[cH:5][c:6](-[c:21]2[cH:20][cH:19][c:18]([C:17]([O:16][CH3:15])=[O:25])[cH:23][cH:22]2)[cH:7][cH:8][cH:9]1. The reactants are C=CCNC(=O)OC(C)(C)C, ClCCl, O=[N+]([O-])c1ccc(SCl)cc1. Yields the product CC(C)(C)OC(=O)NCC(Cl)CSc1ccc([N+](=O)[O-])cc1. As a reaction SMILES: [C:1](=[O:2])([O:3][C:4]([CH3:5])([CH3:6])[CH3:7])[NH:8][CH2:9][CH:10]=[CH2:11].[Cl:23][CH2:24][Cl:25].[N+:12](=[O:13])([O-:14])[c:15]1[cH:16][cH:17][c:18]([S:21][Cl:22])[cH:19][cH:20]1>>[C:1](=[O:2])([O:3][C:4]([CH3:5])([CH3:6])[CH3:7])[NH:8][CH2:9][CH:10]([CH2:11][S:21][c:18]1[cH:17][cH:16][c:15]([N+:12](=[O:13])[O-:14])[cH:20][cH:19]1)[Cl:23]. The reactants are C(C)(=O)OCC (Ethyl acetate), C(C)(C)(C)OC(=O)N1C([C@@H](C[C@H]1CO[Si](C1=CC=CC=C1)(C1=CC=CC=C1)C(C)(C)C)C)=O ((3R,5S)-1-t-butoxycarbonyl-5-t-butyldiphenylsiloxymethyl-3-methyl-pyrrolidine-2-one), C(C)(=O)O (acetic acid), solution, [F-].C(CCC)[N+](CCCC)(CCCC)CCCC (tetrabutylammonium fluoride). The solvent is C1CCOC1 (THF), C1CCOC1 (THF). Conditions: time 8 hour. Product: C(C)(C)(C)OC(=O)N1C([C@@H](C[C@H]1CO)C)=O ((3R,5S)-1-t-Butoxycarbonyl-5-hydroxymethyl-3 -methylpyrrolidine-2-one). RXN SMILES: [C:1]([O:5][C:6]([N:8]1[C@H:12]([CH2:13][O:14][Si](C(C)(C)C)(C2C=CC=CC=2)C2C=CC=CC=2)[CH2:11][C@@H:10]([CH3:32])[C:9]1=[O:33])=[O:7])([CH3:4])([CH3:3])[CH3:2].C(O)(=O)C.[F-].C([N+](CCCC)(CCCC)CCCC)CCC.C(OCC)(=O)C>C1COCC1>[C:1]([O:5][C:6]([N:8]1[C@H:12]([CH2:13][OH:14])[CH2:11][C@@H:10]([CH3:32])[C:9]1=[O:33])=[O:7])([CH3:4])([CH3:2])[CH3:3] |f:2.3|. Procedure: To a solution of (3R,5S)-1-t-butoxycarbonyl-5-t-butyldiphenylsiloxymethyl-3-methyl-pyrrolidine-2-one (17.8 g, 38.1 mmol) and glacial acetic acid (2 eq) in dry THF (50 mL) at 0° C. was added a 1.0M solution of tetrabutylammonium fluoride in THF (150 mL, 150 mmol). The solution was allowed to warm room temperature and stir overnight. Ethyl acetate (500 mL) was added and the organic phase extracted with aqueous ammonium chloride (20%, 3 x 200 mL). The combined aqueous phases were extracted with eth... Starting materials: C1CCOC1, O=C1OC(=O)C(c2ccc(F)cc2)O1, NC(=O)c1ccc(OCc2ccccc2)cc1N. The product is NC(=O)c1ccc(OCc2ccccc2)cc1NC(=O)C(O)c1ccc(F)cc1. As a reaction SMILES: [CH2:33]1[O:34][CH2:35][CH2:36][CH2:37]1.[F:19][c:20]1[cH:21][cH:22][c:23]([CH:26]2[C:27](=[O:32])[O:28][C:29](=[O:31])[O:30]2)[cH:24][cH:25]1.[NH2:1][c:2]1[c:3]([C:4](=[O:5])[NH2:6])[cH:7][cH:8][c:9]([O:11][CH2:12][c:13]2[cH:14][cH:15][cH:16][cH:17][cH:18]2)[cH:10]1>>[NH:1]([c:2]1[c:3]([C:4](=[O:5])[NH2:6])[cH:7][cH:8][c:9]([O:11][CH2:12][c:13]2[cH:14][cH:15][cH:16][cH:17][cH:18]2)[cH:10]1)[C:27]([CH:26]([c:23]1[cH:22][cH:21][c:20]([F:19])[cH:25][cH:24]1)[OH:30])=[O:28].